From a dataset of the Open Reaction Database (ORD), a public repository of structured organic reaction records. describe an organic reaction: reactants, conditions, products, and yield The reactants are C1(=CC=CC=C1)S(=O)(=O)CC1=CC=C(C(=C1C(=O)OCC)OCCNC(=O)OC(C)(C)C)C1=COC=C1 (ethyl 6-(benzenesulphonylmethyl)-2-[2-(t-butoxycarbonyl)aminoethoxy]-3-(furan-3-yl)benzoate), COCCBr (2-bromoethyl methyl ether), C1(=CC=CC=C1)S(=O)(=O)CC1=CC=C(C(=C1C(=O)OC)O)C1=COC=C1 (methyl 6-(benzenesulphonylmethyl)-3-(furan-3-yl)-2-hydroxybenzoate), C1(=CC=CC=C1)S(=O)(=O)CC1=CC=C(C(=C1C(=O)OC)O)C1=COC=C1 (methyl 6-(benzenesulphonylmethyl)-3-(furan-3-yl)-2-hydroxybenzoate). The product is C1(=CC=CC=C1)S(=O)(=O)CC1=CC=C(C(=C1C(=O)OC)OCCOC)C1=COC=C1 (Methyl 6-(benzenesulphonylmethyl)-3-(furan-3-yl)-2-(2-methoxy-ethoxy)benzoate). As a reaction SMILES: [C:1]1([S:7]([CH2:10][C:11]2[C:16]([C:17]([O:19][CH2:20]C)=[O:18])=[C:15]([O:22][CH2:23][CH2:24]NC(OC(C)(C)C)=O)[C:14]([C:33]3[CH:37]=[CH:36][O:35][CH:34]=3)=[CH:13][CH:12]=2)(=[O:9])=[O:8])[CH:6]=[CH:5][CH:4]=[CH:3][CH:2]=1.C1(S(CC2C([C:54](OC)=[O:55])=C(O)C(C3C=COC=3)=CC=2)(=O)=O)C=CC=CC=1.COCCBr>>[C:1]1([S:7]([CH2:10][C:11]2[C:16]([C:17]([O:19][CH3:20])=[O:18])=[C:15]([O:22][CH2:23][CH2:24][O:55][CH3:54])[C:14]([C:33]3[CH:37]=[CH:36][O:35][CH:34]=3)=[CH:13][CH:12]=2)(=[O:8])=[O:9])[CH:2]=[CH:3][CH:4]=[CH:5][CH:6]=1. Procedure details: Prepared by proceeding in a similar manner to Intermediate 10, starting from methyl 6-(benzenesulphonylmethyl)-3-(furan-3-yl)-2-hydroxybenzoate (Intermediate 114) and 2-bromoethyl methyl ether.